This data is from the Open Reaction Database (ORD), a public repository of structured organic reaction records. The task is: describe an organic reaction: reactants, conditions, products, and yield Reactants: CC(C)=O, O=Cc1cc(Cl)ccc1Cl, [Na+], [OH-], O. Reaction SMILES: [CH3:3][C:4]([CH3:5])=[O:6].[Cl:7][c:8]1[c:9]([CH:10]=[O:11])[cH:12][c:13]([Cl:16])[cH:14][cH:15]1.[Na+:2].[OH-:1].[OH2:17]>>[CH:3]([C:4]([CH3:5])=[O:6])=[CH:10][c:9]1[c:8]([Cl:7])[cH:15][cH:14][c:13]([Cl:16])[cH:12]1. Yields the product CC(=O)C=Cc1cc(Cl)ccc1Cl.